This data is from the Open Reaction Database (ORD), a public repository of structured organic reaction records. The task is: describe an organic reaction: reactants, conditions, products, and yield Reactants: ClCCl, Cl, N#CCC(O)CO, Cc1ccc(S(=O)(=O)Cl)cc1, c1ccncc1. The product is Cc1ccc(S(=O)(=O)OCC(O)CC#N)cc1. Reaction SMILES: [CH2:26]([Cl:27])[Cl:28].[ClH:19].[OH:1][CH:2]([CH2:3][C:4]#[N:5])[CH2:6][OH:7].[S:8](=[O:9])(=[O:10])([c:11]1[cH:12][cH:13][c:14]([CH3:15])[cH:16][cH:17]1)[Cl:18].[cH:20]1[cH:21][cH:22][n:23][cH:24][cH:25]1>>[OH:1][CH:2]([CH2:3][C:4]#[N:5])[CH2:6][O:7][S:8](=[O:9])(=[O:10])[c:11]1[cH:12][cH:13][c:14]([CH3:15])[cH:16][cH:17]1. The reactants are C(C)(=O)OCC1=C(C=C(C=C1B1OC(C(O1)(C)C)(C)C)F)N1C(C=2C=C3CCCCN3C2CC1)=O (4-Fluoro-2-(1-oxo-3,4,6,7,8,9-hexahydropyrido[3,4-b]indolizin-2(1H)-yl)-6-(4,4,5,5-tetramethyl-1,3,2-dioxaborolan-2-yl)benzyl Acetate), IC1=NC(=C2N=CN(C2=N1)COCC[Si](C)(C)C)NC1=CC=C(C=C1)N1CCN(CC1)C1COC1 (2-Iodo-N-(4-(4-(oxetan-3-yl)piperazin-1-yl)phenyl)-9-((2-(trimethylsilyl)ethoxy)methyl)-9H-purin-6-amine), [O-]P(=O)([O-])[O-].[K+].[K+].[K+] (K3PO4), C(C)(=O)[O-].[Na+] (sodium acetate). Reagents/catalysts: C1=CC=C(C=C1)P([C-]2C=CC=C2)C3=CC=CC=C3.C1=CC=C(C=C1)P([C-]2C=CC=C2)C3=CC=CC=C3.Cl[Pd]Cl.[Fe+2] (PdCl2(dppf)). The solvent is O (water), C(C)#N (acetonitrile). Conditions: temperature 100 celsius. The product is C(C)(=O)OCC1=C(C=C(C=C1N1C(C=2C=C3CCCCN3C2CC1)=O)F)C1=NC(=C2N=CN(C2=N1)COCC[Si](C)(C)C)NC1=CC=C(C=C1)N1CCN(CC1)C1COC1 (4-Fluoro-2-(6-(4-(4-(oxetan-3-yl)piperazin-1-yl)phenylamino)-9-((2-(trimethylsilyl)ethoxy)methyl)-9H-purin-2-yl)-6-(1-oxo-3,4,6,7,8,9-hexahydropyrido[3,4-b]indolizin-2(1H)-yl)benzyl Acetate). The yield is 67.1%. RXN SMILES: [C:1]([O:4][CH2:5][C:6]1[C:11](B2OC(C)(C)C(C)(C)O2)=[CH:10][C:9]([F:21])=[CH:8][C:7]=1[N:22]1[CH2:34][CH2:33][C:32]2[N:31]3[C:26]([CH2:27][CH2:28][CH2:29][CH2:30]3)=[CH:25][C:24]=2[C:23]1=[O:35])(=[O:3])[CH3:2].I[C:37]1[N:45]=[C:44]2[C:40]([N:41]=[CH:42][N:43]2[CH2:46][O:47][CH2:48][CH2:49][Si:50]([CH3:53])([CH3:52])[CH3:51])=[C:39]([NH:54][C:55]2[CH:60]=[CH:59][C:58]([N:61]3[CH2:66][CH2:65][N:64]([CH:67]4[CH2:70][O:69][CH2:68]4)[CH2:63][CH2:62]3)=[CH:57][CH:56]=2)[N:38]=1.[O-]P([O-])([O-])=O.[K+].[K+].[K+].C([O-])(=O)C.[Na+]>C1C=CC(P(C2C=CC=CC=2)[C-]2C=CC=C2)=CC=1.C1C=CC(P(C2C=CC=CC=2)[C-]2C=CC=C2)=CC=1.Cl[Pd]Cl.[Fe+2].O.C(#N)C>[C:1]([O:4][CH2:5][C:6]1[C:7]([N:22]2[CH2:34][CH2:33][C:32]3[N:31]4[C:26]([CH2:27][CH2:28][CH2:29][CH2:30]4)=[CH:25][C:24]=3[C:23]2=[O:35])=[CH:8][C:9]([F:21])=[CH:10][C:11]=1[C:37]1[N:45]=[C:44]2[C:40]([N:41]=[CH:42][N:43]2[CH2:46][O:47][CH2:48][CH2:49][Si:50]([CH3:51])([CH3:52])[CH3:53])=[C:39]([NH:54][C:55]2[CH:56]=[CH:57][C:58]([N:61]3[CH2:66][CH2:65][N:64]([CH:67]4[CH2:68][O:69][CH2:70]4)[CH2:63][CH2:62]3)=[CH:59][CH:60]=2)[N:38]=1)(=[O:3])[CH3:2] |f:2.3.4.5,6.7,8.9.10.11|. Procedure: A 50-mL single-neck round-bottomed flask equipped with a magnetic stirrer and a reflux condenser was charged with 120f (400 mg, 0.82 mmol), 2-iodo-N-(4-(4-(oxetan-3-yl)piperazin-1-yl)phenyl)-9-((2-(trimethylsilyl)ethoxy)methyl)-9H-purin-6-amine 117f (604 mg, 0.99 mmol), PdCl2(dppf) (33 mg, 0.040 mmol), K3PO4 (347 mg, 1.64 mmol), and sodium acetate (134 mg, 1.64 mmol), acetonitrile (15 mL), and water (1 mL). The system was evacuated and refilled with N2. The reaction mixture was heated at 100° C.... The product is COC(=O)CCc1cc(C(c2cc(F)ccc2F)S(=O)(=O)c2ccc(Cl)cc2)c(Cl)cn1. Starting materials: C1COCCO1, COC(=O)C=Cc1cc(C(c2cc(F)ccc2F)S(=O)(=O)c2ccc(Cl)cc2)c(Cl)cn1, CCO, ClCCl. Reaction SMILES: [CH2:36]1[O:37][CH2:38][CH2:39][O:40][CH2:41]1.[CH3:1][O:2][C:3]([CH:4]=[CH:5][c:6]1[n:7][cH:8][c:9]([Cl:31])[c:10]([CH:12]([c:13]2[c:14]([F:20])[cH:15][cH:16][c:17]([F:19])[cH:18]2)[S:21](=[O:22])(=[O:23])[c:24]2[cH:25][cH:26][c:27]([Cl:30])[cH:28][cH:29]2)[cH:11]1)=[O:32].[CH3:33][CH2:34][OH:35].[Cl:42][CH2:43][Cl:44]>>[CH3:1][O:2][C:3]([CH2:4][CH2:5][c:6]1[n:7][cH:8][c:9]([Cl:31])[c:10]([CH:12]([c:13]2[c:14]([F:20])[cH:15][cH:16][c:17]([F:19])[cH:18]2)[S:21](=[O:22])(=[O:23])[c:24]2[cH:25][cH:26][c:27]([Cl:30])[cH:28][cH:29]2)[cH:11]1)=[O:32]. Reactants: potassium tert.butylate, C(C)OCC (diethyl ether), FC1=CC=C(C=C1)[C@@H]1CC[C@H](CC1)[C@@H]1CC[C@H](CC1)CCCC=O (4-[trans-4-[trans-4-(4-fluorophenyl)cyclohexyl]cyclohexyl]butyraldehyde). The reagents and catalysts are [Br-].C[P+](C1=CC=CC=C1)(C1=CC=CC=C1)C1=CC=CC=C1 (methyl-triphenylphosphonium bromide). Solvent: O (water). Conditions: time 45 minute. The product is C(CCC=C)[C@@H]1CC[C@H](CC1)[C@@H]1CC[C@H](CC1)C1=CC=C(C=C1)F (1-[trans-4-[trans-4-(4-pentenyl)-cyclohexyl]cyclohexyl]-4-fluorobenzene). RXN SMILES: [F:1][C:2]1[CH:7]=[CH:6][C:5]([C@H:8]2[CH2:13][CH2:12][C@H:11]([C@H:14]3[CH2:19][CH2:18][C@H:17]([CH2:20][CH2:21][CH2:22][CH:23]=O)[CH2:16][CH2:15]3)[CH2:10][CH2:9]2)=[CH:4][CH:3]=1.[CH2:25](OCC)C>[Br-].C[P+](C1C=CC=CC=1)(C1C=CC=CC=1)C1C=CC=CC=1.O>[CH2:20]([C@H:17]1[CH2:18][CH2:19][C@H:14]([C@H:11]2[CH2:12][CH2:13][C@H:8]([C:5]3[CH:6]=[CH:7][C:2]([F:1])=[CH:3][CH:4]=3)[CH2:9][CH2:10]2)[CH2:15][CH2:16]1)[CH2:21][CH2:22][CH:23]=[CH2:25] |f:2.3|. Procedure details: A suspension of 5.19 g of methyl-triphenylphosphonium bromide in 80 ml of diethyl ether was treated with 1.55 g of potassium tert.butylate while gassing with nitrogen. The yellow suspension was stirred at room temperature for a further 45 minutes and then treated dropwise at 0° C. with a solution of 2.3 g of 4-[trans-4-[trans-4-(4-fluorophenyl)cyclohexyl]cyclohexyl]butyraldehyde. The reaction mixture was stirred at 0° C. for a further 2 hours and then diluted with 60 ml of water. The aqueous pha... Reactants: CS(=O)(=O)OCCCCOC=1C(=CC2=C(C(OC(N2)=O)(C)C)C1)[N+](=O)[O-] (6-(4-methanesulfonyloxy-butoxy)-7-nitro-4,4-dimethyl-4H-3,1-benzoxazin-2-one), ClC1=CC=C(C=C1)S (4-chloro-thiophenol). Product: ClC1=CC=C(C=C1)SCCCCOC=1C(=CC2=C(C(OC(N2)=O)(C)C)C1)[N+](=O)[O-] (6-[4-(4-Chloro-phenylmercapto)-butoxy]-7-nitro-4,4-dimethyl-4H-3,1-benzoxazin-2-one). RXN SMILES: CS(O[CH2:6][CH2:7][CH2:8][CH2:9][O:10][C:11]1[C:12]([N+:24]([O-:26])=[O:25])=[CH:13][C:14]2[NH:19][C:18](=[O:20])[O:17][C:16]([CH3:22])([CH3:21])[C:15]=2[CH:23]=1)(=O)=O.[Cl:27][C:28]1[CH:33]=[CH:32][C:31]([SH:34])=[CH:30][CH:29]=1>>[Cl:27][C:28]1[CH:33]=[CH:32][C:31]([S:34][CH2:6][CH2:7][CH2:8][CH2:9][O:10][C:11]2[C:12]([N+:24]([O-:26])=[O:25])=[CH:13][C:14]3[NH:19][C:18](=[O:20])[O:17][C:16]([CH3:21])([CH3:22])[C:15]=3[CH:23]=2)=[CH:30][CH:29]=1. Procedure: Prepared analogously to Example 210 from 6-(4-methanesulfonyloxy-butoxy)-7-nitro-4,4-dimethyl-4H-3,1-benzoxazin-2-one and 4-chloro-thiophenol.